Task: describe an organic reaction: reactants, conditions, products, and yield. Dataset: the Open Reaction Database (ORD), a public repository of structured organic reaction records The reactants are O=C(O)c1cc2cccc(Cl)c2s1, Cl, [Cu], c1ccc2ncccc2c1. Yields the product Clc1cccc2ccsc12. Reaction SMILES: [Cl:1][c:2]1[cH:3][cH:4][cH:5][c:6]2[c:7]1[s:8][c:9]([C:11]([OH:12])=[O:13])[cH:10]2.[ClH:24].[Cu:25].[cH:14]1[cH:15][c:16]2[c:17]([n:18][cH:19][cH:20][cH:21]2)[cH:22][cH:23]1>>[Cl:1][c:2]1[cH:3][cH:4][cH:5][c:6]2[c:7]1[s:8][cH:9][cH:10]2. Reactants: ClC=1C=CC(=C(CN2C3=C(NCC2)N=CC(=C3)C=3C=C(C(=O)O)C=CC3)C1)C(F)(F)F (3-{1-[5-chloro-2-(trifluoromethyl)benzyl]-1,2,3,4-tetrahydropyrido[2,3-b]pyrazin-7-yl}benzoic acid), COC1=CC=C(CN)C=C1 (4-methoxybenzylamine). Yields the product ClC=1C=CC(=C(CN2C3=C(NCC2)N=CC(=C3)C=3C=C(C(=O)NCC2=CC=C(C=C2)OC)C=CC3)C1)C(F)(F)F (3-{1-[5-Chloro-2-(trifluoromethyl)benzyl]-1,2,3,4-tetrahydropyrido[2,3-b]pyrazin-7-yl}-N-(4-methoxybenzyl)benzamide). RXN SMILES: [Cl:1][C:2]1[CH:3]=[CH:4][C:5]([C:28]([F:31])([F:30])[F:29])=[C:6]([CH:27]=1)[CH2:7][N:8]1[CH2:13][CH2:12][NH:11][C:10]2[N:14]=[CH:15][C:16]([C:18]3[CH:19]=[C:20]([CH:24]=[CH:25][CH:26]=3)[C:21](O)=[O:22])=[CH:17][C:9]1=2.[CH3:32][O:33][C:34]1[CH:41]=[CH:40][C:37]([CH2:38][NH2:39])=[CH:36][CH:35]=1>>[Cl:1][C:2]1[CH:3]=[CH:4][C:5]([C:28]([F:31])([F:29])[F:30])=[C:6]([CH:27]=1)[CH2:7][N:8]1[CH2:13][CH2:12][NH:11][C:10]2[N:14]=[CH:15][C:16]([C:18]3[CH:19]=[C:20]([CH:24]=[CH:25][CH:26]=3)[C:21]([NH:39][CH2:38][C:37]3[CH:40]=[CH:41][C:34]([O:33][CH3:32])=[CH:35][CH:36]=3)=[O:22])=[CH:17][C:9]1=2. Procedure details: 3-{1-[5-chloro-2-(trifluoromethyl)benzyl]-1,2,3,4-tetrahydropyrido[2,3-b]pyrazin-7-yl}benzoic acid was reacted with 4-methoxybenzylamine as in General Procedure 10 to give the title compound. LCMS: m/z=566.93 (M+H+); retention time=0.91 minutes. As a reaction SMILES: [CH2:1]([S:13][C:14]1[N:15]=[N:16][N:17]([CH:19]([C:23]2[CH:28]=[CH:27][CH:26]=[CH:25][CH:24]=2)[C:20]([OH:22])=O)[N:18]=1)[CH2:2][CH2:3][CH2:4][CH2:5][CH2:6][CH2:7][CH2:8][CH2:9][CH2:10][CH2:11][CH3:12].C(C1N=NN(CC(O)=O)N=1)CCCCCCCCC.[CH3:48][O:49][C:50]1[CH:56]=[C:55]([O:57][CH3:58])[CH:54]=[C:53]([O:59][CH3:60])[C:51]=1[NH2:52].C(C1C=CC=C(C(C)C)C=1N)(C)C>>[CH2:1]([S:13][C:14]1[N:15]=[N:16][N:17]([CH:19]([C:23]2[CH:28]=[CH:27][CH:26]=[CH:25][CH:24]=2)[C:20]([NH:52][C:51]2[C:53]([O:59][CH3:60])=[CH:54][C:55]([O:57][CH3:58])=[CH:56][C:50]=2[O:49][CH3:48])=[O:22])[N:18]=1)[CH2:2][CH2:3][CH2:4][CH2:5][CH2:6][CH2:7][CH2:8][CH2:9][CH2:10][CH2:11][CH3:12]. The product is C(CCCCCCCCCCC)SC=1N=NN(N1)C(C(=O)NC1=C(C=C(C=C1OC)OC)OC)C1=CC=CC=C1 ((±)-5-(dodecylthio)-α-phenyl-N-(2,4,6-trimethoxyphenyl)-2H-tetrazole-2-acetamide). Starting materials: C(CCCCCCCCCCC)SC=1N=NN(N1)C(C(=O)O)C1=CC=CC=C1 ((±)-5-(dodecylthio)-α-phenyl-2H-tetrazole-2-acetic acid), C(C)(C)C1=C(N)C(=CC=C1)C(C)C (2,6-diisopropylaniline), C(CCCCCCCCC)C=1N=NN(N1)CC(=O)O (5-decyl-2H-tetrazole-2-acetic acid), COC1=C(N)C(=CC(=C1)OC)OC (2,4,6-trimethoxyaniline). Procedure details: When in the general procedure of Example 88 an appropriate amount of (±)-5-(dodecylthio)-α-phenyl-2H-tetrazole-2-acetic acid was substituted for 5-decyl-2H-tetrazole-2-acetic acid and 2,4,6-trimethoxyaniline was substituted for 2,6-diisopropylaniline, the title compound was obtained, mp 141°-143° C. The reactants are FC(C=1C=C(C(=O)O)C=CC1)(F)F (3-Trifluoromethylbenzoic acid), acid chloride, acid chloride, C(C)N (ethylamine). Yields the product C(C)NC(C1=CC(=CC=C1)C(F)(F)F)=O (N-ethyl-3-(trifluoromethyl)benzamide). The yield is 19.0%. RXN SMILES: [F:1][C:2]([F:13])([F:12])[C:3]1[CH:4]=[C:5]([CH:9]=[CH:10][CH:11]=1)[C:6]([OH:8])=O.[CH2:14]([NH2:16])[CH3:15]>>[CH2:14]([NH:16][C:6](=[O:8])[C:5]1[CH:9]=[CH:10][CH:11]=[C:3]([C:2]([F:1])([F:13])[F:12])[CH:4]=1)[CH3:15]. Procedure: 3-Trifluoromethylbenzoic acid was converted to the acid chloride by the procedure of example b. The acid chloride was reacted with 70% aq ethylamine using General Method E1 to afford the title compound Purification by recrystallization from hexanes gave 2.24 g of N-ethyl-3-(trifluoromethyl)benzamide as a white needles in 19% yield. m.p. 98°-99° C.